describe an organic reaction: reactants, conditions, products, and yield From a dataset of the Open Reaction Database (ORD), a public repository of structured organic reaction records. Starting materials: C(C)(C)C=1C(NC(NC1C(C1=CC(=CC(=C1)C)C)=O)=O)=O (5-Isopropyl-6-(3,5-dimethylbenzoyl)-2,4-pyrimidinedione), C=1(C(=CC=CC1)S(=O)(=O)OCC1CCCC1)C ((cyclopentyl)methyl toluenesulfonate). Product: C1(CCCC1)CN1C(NC(C(=C1C(C1=CC(=CC(=C1)C)C)=O)C(C)C)=O)=O (1-(Cyclopentyl)methyl-5-isopropyl-6-(3,5-dimethylbenzoyl)-2,4-pyrimidinedione). Yield: 57.0%. As a reaction SMILES: [CH:1]([C:4]1[C:5](=[O:21])[NH:6][C:7](=[O:20])[NH:8][C:9]=1[C:10](=[O:19])[C:11]1[CH:16]=[C:15]([CH3:17])[CH:14]=[C:13]([CH3:18])[CH:12]=1)([CH3:3])[CH3:2].C1(C)C(S(O[CH2:32][CH:33]2[CH2:37][CH2:36][CH2:35][CH2:34]2)(=O)=O)=CC=CC=1>>[CH:33]1([CH2:32][N:8]2[C:9]([C:10](=[O:19])[C:11]3[CH:12]=[C:13]([CH3:18])[CH:14]=[C:15]([CH3:17])[CH:16]=3)=[C:4]([CH:1]([CH3:3])[CH3:2])[C:5](=[O:21])[NH:6][C:7]2=[O:20])[CH2:37][CH2:36][CH2:35][CH2:34]1. Procedure details: 5-Isopropyl-6-(3,5-dimethylbenzoyl)-2,4-pyrimidinedione and (cyclopentyl)methyl toluenesulfonate were reacted by the same method with example 20 to obtain the titled compound (84 mg). The reactants are N1C=CC=C1 (pyrrole), ClS(=O)(=O)N=C=O (chlorosulfonylisocyanate), NC1=NC(=CC(=N1)OC(F)F)C (2-amino-4-difluoromethoxy-6-methylpyrimidine). Run in O1CCCC1 (tetrahydrofuran). Run at temperature 0 celsius, time 10 minute. Product: NC(=O)N (urea), N1C=C(C=C1)S(=O)(=O)NC(=O)NC1=NC(=CC(=N1)OC(F)F)C (N-(3-pyrrolylsulfonyl)-N'-(4-difluoromethoxy-6-methylpyrimidin-2-yl)urea), compound 4.8. Reaction SMILES: Cl[S:2]([N:5]=[C:6]=[O:7])(=[O:4])=[O:3].[NH2:8][C:9]1[N:14]=[C:13]([O:15][CH:16]([F:18])[F:17])[CH:12]=[C:11]([CH3:19])[N:10]=1.[NH:20]1[CH:24]=[CH:23][CH:22]=[CH:21]1>O1CCCC1>[NH2:5][C:6]([NH2:8])=[O:7].[NH:20]1[CH:24]=[CH:23][C:22]([S:2]([NH:5][C:6]([NH:8][C:9]2[N:14]=[C:13]([O:15][CH:16]([F:18])[F:17])[CH:12]=[C:11]([CH3:19])[N:10]=2)=[O:7])(=[O:4])=[O:3])=[CH:21]1. Reported procedure: 5.7 g of chlorosulfonylisocyanate are added dropwise at 0°-5° C. to a solution of 7 g of 2-amino-4-difluoromethoxy-6-methylpyrimidine in 100 ml of absolute tetrahydrofuran. The yellowish solution is stirred for 10 minutes at 0° C., then 5.6 ml of pyrrole are added and the reaction mixture is stirred for 17 hours at 20°-25° C. The solvent is evaporated off and the residue is taken up in a mixture of 25 ml of methanol, 50 ml of water and 3.2 g of sodium hydroxide. The solution is shaken vigorously... Reactants: C(#N)C(CCC(=O)OCC)C1=C(C(=CC=C1)F)F (ethyl 4-cyano-4-(2,3-difluorophenyl)butanoate). Reagents/catalysts: [Ni] (Raney nickel). The solvent is N (ammonia). Run at time 18 hour. Product: FC1=C(C=CC=C1F)C1CCC(NC1)=O (5-(2,3-Difluorophenyl)piperidin-2-one). As a reaction SMILES: [C:1]([CH:3]([C:11]1[CH:16]=[CH:15][CH:14]=[C:13]([F:17])[C:12]=1[F:18])[CH2:4][CH2:5][C:6](OCC)=[O:7])#[N:2]>[Ni].N>[F:18][C:12]1[C:13]([F:17])=[CH:14][CH:15]=[CH:16][C:11]=1[CH:3]1[CH2:1][NH:2][C:6](=[O:7])[CH2:5][CH2:4]1. Procedure: A mixture of ethyl 4-cyano-4-(2,3-difluorophenyl)butanoate (18.5 g, 73.1 mmol), Raney nickel (slurry in water, ca. 30 g), and ammonia (2.0 M in EtOH, 550 mL) was stirred vigorously under an atmosphere of hydrogen (ca. 1 atm) for 18 h. The reaction mixture was filtered through a pad of Celite®, washing with EtOH, and the filtrate was concentrated in vacuo to give a crude solid. Recrystallization from EtOAc afforded the title compound. MS: m/z=211.9 (M+1). The reactants are base, N (ammonia), [Cl-].[NH4+] (ammonium chloride), Cl (hydrochloride), BrC1=CC=C(C=C1)C(C1C(CCCC1)=O)N(C)C (2-[(4-bromophenyl)dimethylaminomethyl]cyclohexanone), C(C1=CC=CC=C1)[Mg]Cl (benzylmagnesium chloride). Solvent: O1CCCC1 (tetrahydrofuran), O (water). Reaction conditions: time 15 hour. Product: crude base, Cl.C(C1=CC=CC=C1)C1(C(CCCC1)C(N(C)C)C1=CC=C(C=C1)Br)O (1-benzyl-2-[(4-bromophenyl) dimethylaminomethyl]cyclohexanol, hydrochloride). Yield: 35.9%. As a reaction SMILES: Cl.[Br:2][C:3]1[CH:8]=[CH:7][C:6]([CH:9]([N:17]([CH3:19])[CH3:18])[CH:10]2[CH2:15][CH2:14][CH2:13][CH2:12][C:11]2=[O:16])=[CH:5][CH:4]=1.N.[CH2:21]([Mg][Cl:29])[C:22]1[CH:27]=[CH:26][CH:25]=[CH:24][CH:23]=1.[Cl-].[NH4+]>O1CCCC1.O>[ClH:29].[CH2:21]([C:11]1([OH:16])[CH2:12][CH2:13][CH2:14][CH2:15][CH:10]1[CH:9]([C:6]1[CH:5]=[CH:4][C:3]([Br:2])=[CH:8][CH:7]=1)[N:17]([CH3:19])[CH3:18])[C:22]1[CH:27]=[CH:26][CH:25]=[CH:24][CH:23]=1 |f:4.5,8.9|. Procedure details: The base was freed from the 2.0 g (5.77 mmole) of the hydrochloride of 2-[(4-bromophenyl)dimethylaminomethyl]cyclohexanone obtained according to stage 1 with 20 ml of water and 5 ml of ammonia solution (25 vol. %), extracted three times with 20 ml of ether each time, and the combined organic extracts were dried over sodium sulfate, filtered, and concentrated by evaporation on a rotary evaporator without heating (500 to 10 mbar). 1.70 g (5.5 mmole) of this base were dissolved in 8.5 ml of tetrahy... The reactants are C1(CCCCC1)N=C=NC1CCCCC1 (Dicyclohexylcarbodiimide), ClC=1C=C(C=CC1)C(C(=O)O)O (3-chloro-α-hydroxybenzeneacetic acid), CC(C)(N)C (1,1-dimethylethanamine), ON1N=NC2=C1C=CC=C2 (1-hydroxybenzotriazole). Solvent: CN(C=O)C (dimethylformamide). Yields the product CC(C)(C)NC(C(C1=CC(=CC=C1)Cl)O)=O (N-[1,1-dimethylethyl]-3-chloro-α-hydroxybenzeneacetamide). Reaction SMILES: C1(N=C=NC2CCCCC2)CCCCC1.[Cl:16][C:17]1[CH:18]=[C:19]([CH:23]([OH:27])[C:24]([OH:26])=O)[CH:20]=[CH:21][CH:22]=1.[CH3:28][C:29]([CH3:32])([NH2:31])[CH3:30].ON1C2C=CC=CC=2N=N1>CN(C)C=O>[CH3:28][C:29]([NH:31][C:24](=[O:26])[CH:23]([OH:27])[C:19]1[CH:20]=[CH:21][CH:22]=[C:17]([Cl:16])[CH:18]=1)([CH3:32])[CH3:30]. Procedure details: Dicyclohexylcarbodiimide (11.0Sg) was added in portions to a cooled, stirred mixture of 3-chloro-α-hydroxybenzeneacetic acid (10g), 1,1-dimethylethanamine (3.92g, 5.63ml) and 1-hydroxybenzotriazole (7.24g) in dry dimethylformamide (100ml). The mixture was stirred at ambient temperature for 20h., filtered and the filtrate evaporated. The residual oil was taken up in ethyl acetate, filtered, and the filtrate washed sequentially with sodium carbonate solution, hydrochloric acid (2N) and water. The ... Reactants: NC1=CC=CC=C1 (aniline), NC(=O)N (urea), C1(=CC=CC=C1)NC(=O)NC1=CC=CC=C1 (N,N'-diphenyl urea), NC(=O)N (urea). The reagents and catalysts are CCCCCCCC(=O)[O-].CCCCCCCC(=O)[O-].[Zn+2] (zinc octoate). The solvent is CO (methanol). The product is COC(NC1=CC=CC=C1)=O (N-phenyl carbamic acid methyl ester). Reaction SMILES: [NH2:1][C:2]1[CH:7]=[CH:6][CH:5]=[CH:4][CH:3]=1.C1(N[C:15](NC2C=CC=CC=2)=[O:16])C=CC=CC=1.N[C:25](N)=[O:26]>CCCCCCCC([O-])=O.CCCCCCCC([O-])=O.[Zn+2].CO>[CH3:25][O:26][C:15](=[O:16])[NH:1][C:2]1[CH:7]=[CH:6][CH:5]=[CH:4][CH:3]=1 |f:3.4.5|. Procedure details: Following the procedure described in Example 1, 745 g of aniline, 255 g of N,N'-diphenyl urea, 481 g of urea, 1333 g of methanol and 6.0 g of zinc octoate were reacted for 3.5 hours at 200° C. in the pressure apparatus described in Example 1. The mixture was then cooled and, after the apparatus had been vented, another 72 g of urea were added. The mixture was then reheated and reacted for 4 hours at 200° C. After cooling and venting of the apparatus, the mixture was removed, filtered and subject...